Dataset: the Open Reaction Database (ORD), a public repository of structured organic reaction records. Task: describe an organic reaction: reactants, conditions, products, and yield Starting materials: BrC1=C(C=C(C=C1)SCC)C(F)(F)F (2-bromo-5-(ethylsulphenyl)benzotrifluoride), Cl (hydrochloric acid), C(CCC)[Li] (n-butyllithium), C(=O)=O (carbon dioxide). Solvent: CCOCC (ether), CCCCCC (hexane). Conditions: temperature -78 celsius, time 1.5 hour. Product: C(C)SC1=CC(=C(C(=O)O)C=C1)C(F)(F)F (4-(ethylsulphenyl)-2-trifluoromethylbenzoic acid). Reaction SMILES: C([Li])CCC.Br[C:7]1[CH:12]=[CH:11][C:10]([S:13][CH2:14][CH3:15])=[CH:9][C:8]=1[C:16]([F:19])([F:18])[F:17].[C:20](=[O:22])=[O:21].Cl>CCCCCC.CCOCC>[CH2:14]([S:13][C:10]1[CH:11]=[CH:12][C:7]([C:20]([OH:22])=[O:21])=[C:8]([C:16]([F:19])([F:18])[F:17])[CH:9]=1)[CH3:15]. Procedure details: A solution of n-butyllithium in hexane (2.5M, 115 ml) was added dropwise with cooling to a stirred solution of 2-bromo-5-(ethylsulphenyl)benzotrifluoride (80.0 g) in anhydrous ether whilst maintaining the temperature below -70° C. The mixture was stirred at -78° C. for 1.5 hours and poured onto solid carbon dioxide pellets. The mixture was stirred for 20 minutes then treated with hydrochloric acid (2M). The layers were separated and the organic layer was washed with water, dried (MgSO4) and filt...